The task is: describe an organic reaction: reactants, conditions, products, and yield. This data is from the Open Reaction Database (ORD), a public repository of structured organic reaction records. The reactants are CC(=O)O, CC12CCC(=O)C=C1CCC1C3CC(OCCOC4CCCCO4)C(O)(C(=O)CO)C3(C)CC(O)C12F, O. Yields the product CC12CCC(=O)C=C1CCC1C3CC(OCCO)C(O)(C(=O)CO)C3(C)CC(O)C12F. RXN SMILES: [CH3:38][C:39](=[O:40])[OH:41].[F:1][C:2]12[C:3]3([CH3:37])[CH2:4][CH2:5][C:6](=[O:36])[CH:7]=[C:8]3[CH2:9][CH2:10][CH:11]1[CH:12]1[CH2:13][CH:14]([O:26][CH2:27][CH2:28][O:29][CH:30]3[CH2:31][CH2:32][CH2:33][CH2:34][O:35]3)[C:15]([C:16]([CH2:17][OH:18])=[O:19])([OH:25])[C:20]1([CH3:24])[CH2:21][CH:22]2[OH:23].[OH2:42]>>[F:1][C:2]12[C:3]3([CH3:37])[CH2:4][CH2:5][C:6](=[O:36])[CH:7]=[C:8]3[CH2:9][CH2:10][CH:11]1[CH:12]1[CH2:13][CH:14]([O:26][CH2:27][CH2:28][OH:29])[C:15]([C:16]([CH2:17][OH:18])=[O:19])([OH:25])[C:20]1([CH3:24])[CH2:21][CH:22]2[OH:23]. The reactants are BrC1=CC(=C(C(=O)OC)C=C1)NC(C)C (methyl 4-bromo-2-(isopropylamino)benzoate), C(C1=CC=CC=C1)N(CCC1=CC=C(C=C1)B(O)O)C(=O)OC(C)(C)C ([4-[2-[benzyl(tert-butoxycarbonyl)amino]ethyl]phenyl]boronic acid), C([O-])([O-])=O.[Na+].[Na+] (sodium carbonate). The reagents and catalysts are C=1C=CC(=CC1)[P](C=2C=CC=CC2)(C=3C=CC=CC3)[Pd]([P](C=4C=CC=CC4)(C=5C=CC=CC5)C=6C=CC=CC6)([P](C=7C=CC=CC7)(C=8C=CC=CC8)C=9C=CC=CC9)[P](C=1C=CC=CC1)(C=1C=CC=CC1)C=1C=CC=CC1 (tetrakis(triphenylphosphine)palladium). Run in COCCOC (1,2-dimethoxyethane), C(C)(=O)OCC (ethyl acetate), O (water). Reaction conditions: temperature 70 celsius, time 2 hour. Yields the product C(C1=CC=CC=C1)N(CCC1=CC=C(C=C1)C1=CC(=C(C=C1)C(=O)OC)NC(C)C)C(=O)OC(C)(C)C (methyl 4′-[2-[benzyl(tert-butoxycarbonyl)amino]ethyl]-3-(isopropylamino)-4-biphenylcarboxylate). The yield is 96.0%. RXN SMILES: Br[C:2]1[CH:11]=[CH:10][C:5]([C:6]([O:8][CH3:9])=[O:7])=[C:4]([NH:12][CH:13]([CH3:15])[CH3:14])[CH:3]=1.[CH2:16]([N:23]([C:35]([O:37][C:38]([CH3:41])([CH3:40])[CH3:39])=[O:36])[CH2:24][CH2:25][C:26]1[CH:31]=[CH:30][C:29](B(O)O)=[CH:28][CH:27]=1)[C:17]1[CH:22]=[CH:21][CH:20]=[CH:19][CH:18]=1.C(=O)([O-])[O-].[Na+].[Na+]>COCCOC.C(OCC)(=O)C.O.C1C=CC([P]([Pd]([P](C2C=CC=CC=2)(C2C=CC=CC=2)C2C=CC=CC=2)([P](C2C=CC=CC=2)(C2C=CC=CC=2)C2C=CC=CC=2)[P](C2C=CC=CC=2)(C2C=CC=CC=2)C2C=CC=CC=2)(C2C=CC=CC=2)C2C=CC=CC=2)=CC=1>[CH2:16]([N:23]([C:35]([O:37][C:38]([CH3:41])([CH3:40])[CH3:39])=[O:36])[CH2:24][CH2:25][C:26]1[CH:31]=[CH:30][C:29]([C:2]2[CH:11]=[CH:10][C:5]([C:6]([O:8][CH3:9])=[O:7])=[C:4]([NH:12][CH:13]([CH3:15])[CH3:14])[CH:3]=2)=[CH:28][CH:27]=1)[C:17]1[CH:18]=[CH:19][CH:20]=[CH:21][CH:22]=1 |f:2.3.4,^1:64,66,85,104|. Procedure details: To a solution of methyl 4-bromo-2-(isopropylamino)benzoate (433 mg) in 1,2-dimethoxyethane (6.5 ml) were added [4-[2-[benzyl(tert-butoxycarbonyl)amino]ethyl]phenyl]boronic acid (848 mg), tetrakis(triphenylphosphine)palladium (184 mg) and aqueous solution of sodium carbonate (2M, 3.5 ml), and the mixture was stirred at 70° C. for 2 hours under nitrogen. The mixture was diluted with ethyl acetate and water. The organic layer was separated, washed with brine, dried over magnesium sulfate and evapor... The reactants are COC(=O)CN(C(=O)OC(C)(C)C)c1ccc(OC)cc1, CC(=O)OC(C)=O, O=CO. Product: COC(=O)CN(C=O)c1ccc(OC)cc1. Reaction SMILES: [CH3:1][O:2][C:3]([CH2:4][N:5]([C:6](=[O:7])[O:8][C:9]([CH3:10])([CH3:11])[CH3:12])[c:13]1[cH:14][cH:15][c:16]([O:19][CH3:20])[cH:17][cH:18]1)=[O:21].[CH3:22][C:23]([O:24][C:25](=[O:26])[CH3:27])=[O:28].[CH:29]([OH:30])=[O:31]>>[CH3:1][O:2][C:3]([CH2:4][N:5]([CH:6]=[O:7])[c:13]1[cH:14][cH:15][c:16]([O:19][CH3:20])[cH:17][cH:18]1)=[O:21]. Starting materials: C(C)(C)(C)OC(=O)C=1N2C([C@H](C2SCC1SC=1SC(=NN1)N)NC(C(=NOCCF)C=1N=C(SC1Cl)NC(C1=CC=CC=C1)(C1=CC=CC=C1)C1=CC=CC=C1)=O)=O ((7R)-7-[2-[5-chloro-2-(tritylamino)-thiazol-4-yl]-2-(2-fluoro-ethoxyimino)-acetylamino]-3-(5-amino-[1,3,4]thiadiazol-2-ylsulfanyl)-8-oxo-5-thia-1-aza-bicyclo[4.2.0]oct-2-ene-2-carboxylic acid t-butyl ester), C(C)[SiH](CC)CC (triethylsilane), FC(C(=O)O)(F)F (trifluoroacetic acid). Solvent: ClCCl (dichloromethane). Yields the product NC=1SC(=C(N1)C(C(=O)N[C@H]1C2SCC(=C(N2C1=O)C(=O)O)SC=1SC(=NN1)N)=NOCCF)Cl ((7R)-7-[2-(2-Amino-5-chlorothiazol-4-yl)-2-(2-fluoroethoxyimino)-acetylamino]-3-(5-amino-[1,3,4]thiadiazol-2-ylsulfanyl)-8-oxo-5-thia-1-aza-bicyclo[4.2.0]oct-2-ene-2-carboxylic acid). Reaction SMILES: C([O:5][C:6]([C:8]1[N:9]2[CH:12]([S:13][CH2:14][C:15]=1[S:16][C:17]1[S:18][C:19]([NH2:22])=[N:20][N:21]=1)[C@H:11]([NH:23][C:24](=[O:57])[C:25]([C:31]1[N:32]=[C:33]([NH:37]C(C3C=CC=CC=3)(C3C=CC=CC=3)C3C=CC=CC=3)[S:34][C:35]=1[Cl:36])=[N:26][O:27][CH2:28][CH2:29][F:30])[C:10]2=[O:58])=[O:7])(C)(C)C.C([SiH](CC)CC)C.FC(F)(F)C(O)=O>ClCCl>[NH2:37][C:33]1[S:34][C:35]([Cl:36])=[C:31]([C:25](=[N:26][O:27][CH2:28][CH2:29][F:30])[C:24]([NH:23][C@@H:11]2[C:10](=[O:58])[N:9]3[CH:12]2[S:13][CH2:14][C:15]([S:16][C:17]2[S:18][C:19]([NH2:22])=[N:20][N:21]=2)=[C:8]3[C:6]([OH:7])=[O:5])=[O:57])[N:32]=1. Procedure: To a solution of (7R)-7-[2-[5-chloro-2-(tritylamino)-thiazol-4-yl]-2-(2-fluoro-ethoxyimino)-acetylamino]-3-(5-amino-[1,3,4]thiadiazol-2-ylsulfanyl)-8-oxo-5-thia-1-aza-bicyclo[4.2.0]oct-2-ene-2-carboxylic acid t-butyl ester (8 mg, 0.009 mmol) in dichloromethane (0.16 mL) was added triethylsilane (0.04 mL), followed by trifluoroacetic acid (0.16 mL). After 3 hr at room temperature the reaction mixture was concentrated under vacuum and disopropyl ether was added to the oily residue. The title compo... Reactants: [OH-].[Na+] (NaOH), C(C)#N (acetonitrile), C(C)N1C(C(C(C2=CC(=CC(=C12)C)NC1=C(C=C(C=C1)OC)C)=O)C(=O)OC)=O (Methyl 1-ethyl-6-(4-methoxy-2-methylphenylamino)-8-methyl-4-oxo-1,4-dihydroquinolone-3-carboxylate), C(C)#N (acetonitrile). Solvent: O1CCOCC1 (dioxane), O (water). Conditions: temperature 60 celsius. Yields the product C(C)N1C(C(C(C2=CC(=CC(=C12)C)NC1=NC=CC=C1C)=O)C(=O)O)=O (1-Ethyl-8-methyl-6-(3-methylpyridin-2-ylamino)-4-oxo-1,4-dihydroquinolone-3-carboxylic acid). Reaction SMILES: [CH2:1]([N:3]1[C:12]2[C:7](=[CH:8][C:9]([NH:14][C:15]3C=[CH:19][C:18](OC)=[CH:17][C:16]=3[CH3:23])=[CH:10][C:11]=2[CH3:13])[C:6](=[O:24])[CH:5]([C:25]([O:27]C)=[O:26])[C:4]1=[O:29])[CH3:2].[OH-].[Na+].C(#[N:34])C>O1CCOCC1.O>[CH2:1]([N:3]1[C:12]2[C:7](=[CH:8][C:9]([NH:14][C:15]3[C:16]([CH3:23])=[CH:17][CH:18]=[CH:19][N:34]=3)=[CH:10][C:11]=2[CH3:13])[C:6](=[O:24])[CH:5]([C:25]([OH:27])=[O:26])[C:4]1=[O:29])[CH3:2] |f:1.2|. Reported procedure: Methyl 1-ethyl-6-(4-methoxy-2-methylphenylamino)-8-methyl-4-oxo-1,4-dihydroquinolone-3-carboxylate (30 mg) was dissolved in 5 ml of dioxane, 2.5 equivalents of a 1 N NaOH solution were added, and the mixture was heated at 60° C. for 4 h. Removal of the solvent in vacuo was followed by chromatography on an HPLC system to purify the product. The pure product was isolated from the reaction solution by chromatography on an HPLC system. This entailed use of a Merck Purospher-RP18 column and an aceton...